From a dataset of the Open Reaction Database (ORD), a public repository of structured organic reaction records. describe an organic reaction: reactants, conditions, products, and yield The reactants are COC(=O)c1ccccc1N(C)C(=O)CN(C)C(=O)OCc1ccccc1, CO, Cl. Yields the product CNCC(=O)N(C)c1ccccc1C(=O)OC, Cl. Reaction SMILES: [CH3:1][O:2][C:3]([c:4]1[c:5]([N:10]([CH3:11])[C:12]([CH2:13][N:14]([CH3:15])[C:16]([O:17][CH2:18][c:19]2[cH:20][cH:21][cH:22][cH:23][cH:24]2)=[O:25])=[O:26])[cH:6][cH:7][cH:8][cH:9]1)=[O:27].[CH3:29][OH:30].[ClH:28]>>[CH3:1][O:2][C:3]([c:4]1[c:5]([N:10]([CH3:11])[C:12]([CH2:13][NH:14][CH3:15])=[O:26])[cH:6][cH:7][cH:8][cH:9]1)=[O:27].[ClH:28]. Yield: 93.3%. Reported procedure: To a solution of (R)-2-amino-3-(4-bromophenyl)propionic acid (50 g, 0.2 mol) in MeCN (700 mL) was added a solution of NaOH (16.4 g, 0.4 mol) in water (700 mL) at −5° C. After stirring for 10 minutes, a solution of (BOC)2O (44.7 g, 0.2 mol) in MeCN (100 mL) was added. The mixture was warmed to room temperature and stirred overnight. After evaporation of the MeCN, the residue was diluted with DCM (800 mL) and acidified with 1 M HCl to pH 2 at −5° C. The aqueous layer was extracted with DCM (3×200 ... Run in CC#N (MeCN), CC#N (MeCN), O (water). RXN SMILES: [NH2:1][C@H:2]([CH2:6][C:7]1[CH:12]=[CH:11][C:10]([Br:13])=[CH:9][CH:8]=1)[C:3]([OH:5])=[O:4].[OH-].[Na+].[O:16](C(OC(C)(C)C)=O)[C:17]([O:19][C:20]([CH3:23])([CH3:22])[CH3:21])=O>CC#N.O>[Br:13][C:10]1[CH:9]=[CH:8][C:7]([CH2:6][C@@H:2]([NH:1][C:17]([O:19][C:20]([CH3:23])([CH3:22])[CH3:21])=[O:16])[C:3]([OH:5])=[O:4])=[CH:12][CH:11]=1 |f:1.2|. The product is BrC1=CC=C(C=C1)C[C@H](C(=O)O)NC(=O)OC(C)(C)C ((R)-3-(4-Bromophenyl)-2-t-butoxycarbonylaminopropionic Acid). The reactants are O(C(=O)OC(C)(C)C)C(=O)OC(C)(C)C ((BOC)2O), N[C@@H](C(=O)O)CC1=CC=C(C=C1)Br ((R)-2-amino-3-(4-bromophenyl)propionic acid), [OH-].[Na+] (NaOH). Run at time 10 minute. Starting materials: C(C)(=O)O[C@@H]1CC[C@H](CC1)C1=NC=C2N1C=CN=C2C ((trans)-4-(8-methylimidazo[1,5-a]pyrazin-3-yl)cyclohexyl acetate), BrN1C(CCC1=O)=O (N-bromosuccinimide), C(O)([O-])=O.[Na+] (sodium hydrogencarbonate). Solvent: CN(C=O)C (N,N-dimethylformamide). Product: C(C)(=O)O[C@@H]1CC[C@H](CC1)C1=NC(=C2N1C=CN=C2C)Br ((trans)-4-(1-bromo-8-methylimidazo[1,5-a]pyrazin-3-yl)cyclohexyl acetate). The yield is 93.1%. As a reaction SMILES: [C:1]([O:4][C@H:5]1[CH2:10][CH2:9][C@H:8]([C:11]2[N:15]3[CH:16]=[CH:17][N:18]=[C:19]([CH3:20])[C:14]3=[CH:13][N:12]=2)[CH2:7][CH2:6]1)(=[O:3])[CH3:2].[Br:21]N1C(=O)CCC1=O.C(=O)([O-])O.[Na+]>CN(C)C=O>[C:1]([O:4][C@H:5]1[CH2:10][CH2:9][C@H:8]([C:11]2[N:15]3[CH:16]=[CH:17][N:18]=[C:19]([CH3:20])[C:14]3=[C:13]([Br:21])[N:12]=2)[CH2:7][CH2:6]1)(=[O:3])[CH3:2] |f:2.3|. Reported procedure: To (trans)-4-(8-methylimidazo[1,5-a]pyrazin-3-yl)cyclohexyl acetate (5.49 mmol, 1.5 g) in N,N-dimethylformamide (15 ml) was added N-bromosuccinimide (5.49 mmol, 0.977 g) and the mixture was stirred at room temperature. After one hour saturated aqueous sodium hydrogencarbonate solution was added and extracted with dichloromethane three times. The combined organic extracts were dried (sodium sulfate) and concentrated in vacuo. The crude product was purified using column chromatography (silica gel;... Starting materials: [OH-].[K+] (potassium hydroxide), O=C(CC(=O)OC)CC (methyl 3-oxopentanoate), ClC1=NC=C(C=C1Cl)C(F)(F)F (2,3-dichloro-5-(trifluoromethyl)pyridine). Run in CN(C)C=O (DMF). Run at temperature 50 celsius, time 4 hour. Product: ClC=1C(=NC=C(C1)C(F)(F)F)C(C(=O)OC)C(CC)=O (methyl 2-[3-chloro-5-(trifluoromethyl)-2-pyridinyl]-3-oxopentanoate). Reaction SMILES: [OH-].[K+].[O:3]=[C:4]([CH2:10][CH3:11])[CH2:5][C:6]([O:8][CH3:9])=[O:7].Cl[C:13]1[C:18]([Cl:19])=[CH:17][C:16]([C:20]([F:23])([F:22])[F:21])=[CH:15][N:14]=1>CN(C=O)C>[Cl:19][C:18]1[C:13]([CH:5]([C:4](=[O:3])[CH2:10][CH3:11])[C:6]([O:8][CH3:9])=[O:7])=[N:14][CH:15]=[C:16]([C:20]([F:22])([F:21])[F:23])[CH:17]=1 |f:0.1|. Procedure details: 4.45 g of potassium hydroxide 85% are suspended in 40 mL of DMF, 4.37 g of methyl 3-oxopentanoate (0.036 mol) are subsequently added. The reaction mixture is warmed to 50° C. and 6 mL of 2,3-dichloro-5-(trifluoromethyl)pyridine are introduced. The reaction mixture is stirred at 50° C. for 4 hours, quenched with 150 mL of an aqueous solution of NaH2PO4 (1M), extracted thrice with 150 mL of ethyl acetate. The reactants are C[O-].[Na+] (sodium methylate), BrC=1C(=NC=NC1CC)N[C@@H]1CC[C@@H](CC1)C1=CC=CC=C1 (5-bromo-6-ethyl-4-(cis-4-phenylcyclohexylamino)pyrimidine). The reagents and catalysts are [Cu]Br (copper(I) bromide). Run in C(C)(=O)OCC (ethyl acetate), C(C)(=O)OCC (ethyl acetate). Yields the product C(C)C1=C(C(=NC=N1)N[C@@H]1CC[C@@H](CC1)C1=CC=CC=C1)OC (6-Ethyl-5-methoxy-4-(cis-4-phenylcyclohexylamino)pyrimidine). Reaction SMILES: Br[C:2]1[C:3]([NH:10][C@H:11]2[CH2:16][CH2:15][C@@H:14]([C:17]3[CH:22]=[CH:21][CH:20]=[CH:19][CH:18]=3)[CH2:13][CH2:12]2)=[N:4][CH:5]=[N:6][C:7]=1[CH2:8][CH3:9].[CH3:23][O-:24].[Na+]>C(OCC)(=O)C.[Cu]Br>[CH2:8]([C:7]1[N:6]=[CH:5][N:4]=[C:3]([NH:10][C@H:11]2[CH2:16][CH2:15][C@@H:14]([C:17]3[CH:22]=[CH:21][CH:20]=[CH:19][CH:18]=3)[CH2:13][CH2:12]2)[C:2]=1[O:24][CH3:23])[CH3:9] |f:1.2|. Procedure details: 7.20 g (20 mmol) of 5-bromo-6-ethyl-4-(cis-4-phenylcyclohexylamino)pyrimidine (DE-A-42 08 254) and 0.44 g (3 mmol) of copper(I) bromide were heated under reflux for 12 hours in 10 ml of 30% methanolic sodium methylate solution, to which 0.70 g of ethyl acetate have been added. For working up, the solvent is stripped off, the residue is taken up in ethyl acetate, this mixture is subjected to extraction by stirring with water, and the organic phase is dried and concentrated. For purification, the ... Product: FC1=C(C=CC(=C1C=1C=NC=CC1)F)C1=CN=C2N1N=CC(=N2)C(F)(F)F (7-[2,4-Difluoro-3-(pyridin-3-yl)phenyl]-3-trifluoromethylimidazo[1,2-b][1,2,4]triazine). Reactants: BrC1=CN=C2N1N=CC(=N2)C(F)(F)F (7-bromo-3-trifluoromethylimidazo[1,2-b][1,2,4]triazine), FC1=C(C=CC(=C1C=1C=NC=CC1)F)B(O)O (2,4-difluoro-3-(pyridin-3-yl)benzeneboronic acid), C(=O)([O-])[O-].[Na+].[Na+] (Na2CO3). As a reaction SMILES: Br[C:2]1[N:6]2[N:7]=[CH:8][C:9]([C:11]([F:14])([F:13])[F:12])=[N:10][C:5]2=[N:4][CH:3]=1.[F:15][C:16]1[C:21]([C:22]2[CH:23]=[N:24][CH:25]=[CH:26][CH:27]=2)=[C:20]([F:28])[CH:19]=[CH:18][C:17]=1B(O)O.C([O-])([O-])=O.[Na+].[Na+]>COCCOC>[F:28][C:20]1[C:21]([C:22]2[CH:23]=[N:24][CH:25]=[CH:26][CH:27]=2)=[C:16]([F:15])[CH:17]=[CH:18][C:19]=1[C:2]1[N:6]2[N:7]=[CH:8][C:9]([C:11]([F:14])([F:13])[F:12])=[N:10][C:5]2=[N:4][CH:3]=1 |f:2.3.4|. Run at temperature 80 celsius, time 12 hour. Solvent: COCCOC (1,2-dimethoxyethane). Reported procedure: A mixture of 7-bromo-3-trifluoromethylimidazo[1,2-b][1,2,4]triazine (0.1 g, 0.37 mmol), 2,4-difluoro-3-(pyridin-3-yl)benzeneboronic acid (132 mg, 0.56 mmol) and 2 M Na2CO3 (0.56 ml) in 1,2-dimethoxyethane (2 ml) was degassed for 10 min with a stream of nitrogen. Tetrakis(triphenylphosphine)palladium(0) (0.022 g) was added and the mixture was stirred under nitrogen at 80° C. for 12 h. After allowing to cool to ambient temperature, the mixture was diluted with ethyl acetate then partitioned betwee... The yield is 55.9%.